From a dataset of the Open Reaction Database (ORD), a public repository of structured organic reaction records. describe an organic reaction: reactants, conditions, products, and yield Starting materials: C[O-].[Na+] (sodium methoxide), SCC(=O)O (Mercaptoacetic acid), C12C(CCCC1)O2 (cyclohexene oxide). The solvent is CO (methanol). Conditions: time 20 minute. Product: O[C@H]1[C@@H](CCCC1)SCC(=O)O (trans-[(2-Hydroxycyclohexyl)thio]acetic acid). RXN SMILES: [SH:1][CH2:2][C:3]([OH:5])=[O:4].C[O-].[Na+].[CH:9]12[O:15][CH:10]1[CH2:11][CH2:12][CH2:13][CH2:14]2>CO>[OH:15][C@@H:10]1[CH2:11][CH2:12][CH2:13][CH2:14][C@H:9]1[S:1][CH2:2][C:3]([OH:5])=[O:4] |f:1.2|. Procedure: Mercaptoacetic acid (18.5 g), 0.20 mole) was added to methanol (125 ml) containing sodium methoxide [prepared from sodium (9.3 g, 0.40 mole)] cooled by an ice bath. After 20 minutes, cyclohexene oxide was added slowly during 20 minutes. The ice bath was removed, and the reaction mixture was stirred at room temperature for 4 hours at which time it was poured into water (250 ml) containing concentrated hydrochloric acid (50 ml) and brine (200 ml). The reaction mixture was extracted three times wit...